Dataset: the Open Reaction Database (ORD), a public repository of structured organic reaction records. Task: describe an organic reaction: reactants, conditions, products, and yield The reactants are N1CCOCC1 (Morpholine), C1(CC1)NC(=O)C=1C=CC(=C(C1)NC(C1=C(C=CC(=C1)F)[N+](=O)[O-])=O)C (N-(5-[(cyclopropylamino)carbonyl]-2-methylphenyl)-5-fluoro-2-nitrobenzamide), C(=O)(O)[O-].[Na+] (NaHCO3). The solvent is CS(=O)C (DMSO). Conditions: time 18 hour. Yields the product C1(CC1)NC(C1=CC(=C(C=C1)C)N1C=NC2=CC=C(C=C2C1=O)N1CCOCC1)=O (N-cyclopropyl-4-methyl-3-(6-morpholin-4-yl-4-oxoquinazoline-3(4H)-yl)benzamide). Reaction SMILES: [NH:1]1[CH2:6][CH2:5][O:4][CH2:3][CH2:2]1.[CH:7]1([NH:10][C:11]([C:13]2[CH:14]=[CH:15][C:16]([CH3:32])=[C:17]([NH:19][C:20](=[O:31])[C:21]3[CH:26]=[C:25](F)[CH:24]=[CH:23][C:22]=3[N+:28]([O-])=O)[CH:18]=2)=[O:12])[CH2:9][CH2:8]1.[C:33]([O-])(O)=O.[Na+]>CS(C)=O>[CH:7]1([NH:10][C:11](=[O:12])[C:13]2[CH:14]=[CH:15][C:16]([CH3:32])=[C:17]([N:19]3[C:20](=[O:31])[C:21]4[C:22](=[CH:23][CH:24]=[C:25]([N:1]5[CH2:6][CH2:5][O:4][CH2:3][CH2:2]5)[CH:26]=4)[N:28]=[CH:33]3)[CH:18]=2)[CH2:9][CH2:8]1 |f:2.3|. Procedure: Morpholine (0.21 ml) was added to a stirred solution of N-(5-[(cyclopropylamino)carbonyl]-2-methylphenyl)-5-fluoro-2-nitrobenzamide (0.71 g) in DMSO (1.0 ml). The mixture was stirred at room temperature for 18 hours. The mixture was poured into a saturated NaHCO3 solution (100 ml) and the resultant solid was filtered and dried under vacuum at 40° C. There was thus obtained N-{5-[(cyclopropylamino)carbonyl]-2-methylphenyl}-5-morpholin-4-yl-2-nitrobenzamide (0.722 g); NMR Spectrum: (DMSOd6) 0.57 (...